Dataset: the Open Reaction Database (ORD), a public repository of structured organic reaction records. Task: describe an organic reaction: reactants, conditions, products, and yield The reactants are COC1OC(CC1)OC (2,5-dimethoxy-tetrahydrofuran), Br.N(N)C=1NCCN1 (2-hydrazino-4,5-dihydro-1H-imidazole hydrobromide), aqueous solution, [OH-].[Na+] (sodium hydroxide). Procedure details: By reacting 3.7 g. (0.0280 mole) of 2,5-dimethoxy-tetrahydrofuran with 5 g. (0.0276 mole) of 2-hydrazino-4,5-dihydro-1H-imidazole hydrobromide according to the process reported in Example 3, and adding at the end of the reaction a 10% aqueous solution of sodium hydroxide, the title compound is obtained as the free base. Yield 1.5 g. M.p. 183°-4°C. (from acetone.) The maleate melts at 142°-5°C (from acetone). RXN SMILES: CO[CH:3]1[CH2:7][CH2:6][CH:5](OC)O1.Br.[NH:11]([C:13]1[NH:14][CH2:15][CH2:16][N:17]=1)[NH2:12].[OH-].[Na+]>>[N:12]1([NH:11][C:13]2[NH:17][CH2:16][CH2:15][N:14]=2)[CH:3]=[CH:7][CH:6]=[CH:5]1 |f:1.2,3.4|. Yields the product N1(C=CC=C1)NC=1NCCN1 (2-(Pyrrol-1-yl)amino-4,5-dihydro-1H-imidazole). Starting materials: CN(CCCOC=1C(=NC(=CC1C(=O)OCC)CC1=CC=CC=C1)C)C (2-methyl-4-carbethoxy-6-benzyl-pyridin-3-yl 3-dimethylaminopropyl ether), [OH-].[K+] (potassium hydroxide). Product: CN(CCCOC=1C(=NC(=CC1C(=O)O)CC1=CC=CC=C1)C)C (2-methyl-4-carboxy-6-benzyl-pyridin-3-yl 3-dimethylaminopropyl ether). RXN SMILES: [CH3:1][N:2]([CH3:26])[CH2:3][CH2:4][CH2:5][O:6][C:7]1[C:8]([CH3:25])=[N:9][C:10]([CH2:18][C:19]2[CH:24]=[CH:23][CH:22]=[CH:21][CH:20]=2)=[CH:11][C:12]=1[C:13]([O:15]CC)=[O:14].[OH-].[K+]>>[CH3:26][N:2]([CH3:1])[CH2:3][CH2:4][CH2:5][O:6][C:7]1[C:8]([CH3:25])=[N:9][C:10]([CH2:18][C:19]2[CH:24]=[CH:23][CH:22]=[CH:21][CH:20]=2)=[CH:11][C:12]=1[C:13]([OH:15])=[O:14] |f:1.2|. Reported procedure: Hydrolysis of 2-methyl-4-carbethoxy-6-benzyl-pyridin-3-yl 3-dimethylaminopropyl ether (Example 19) with methanolic potassium hydroxide solution at 60° C. gives 2-methyl-4-carboxy-6-benzyl-pyridin-3-yl 3-dimethylaminopropyl ether, of melting point 157° C. N determination: calculated 8.5%, found 8.6%. Reactants: ClC=1C=C(C=CC1Cl)C=1SC=C(N1)CC(=O)N (2-[2-(3,4-dichlorophenyl)thiazol-4-yl]-acetamide), C1(=CC=C(C=C1)S(=O)(=O)Cl)C (p-toluenesulfonyl chloride), ice water. The solvent is N1=CC=CC=C1 (pyridine). Conditions: time 1 hour. Yields the product ClC=1C=C(C=CC1Cl)C=1SC=C(N1)CC#N (2-[2-(3,4-Dichlorophenyl)thiazol-4-yl]acetonitrile). Reaction SMILES: [Cl:1][C:2]1[CH:3]=[C:4]([C:9]2[S:10][CH:11]=[C:12]([CH2:14][C:15]([NH2:17])=O)[N:13]=2)[CH:5]=[CH:6][C:7]=1[Cl:8].C1(C)C=CC(S(Cl)(=O)=O)=CC=1>N1C=CC=CC=1>[Cl:1][C:2]1[CH:3]=[C:4]([C:9]2[S:10][CH:11]=[C:12]([CH2:14][C:15]#[N:17])[N:13]=2)[CH:5]=[CH:6][C:7]=1[Cl:8]. Procedure: To 2-[2-(3,4-dichlorophenyl)thiazol-4-yl]-acetamide (2.87 g., 0.01 mole) in pyridine (30 ml.) is added gradually p-toluenesulfonyl chloride (1.91 g., 0.01 mole). After stirring for one hour, the mixture is poured into excess ice-water to give the title compound. Starting materials: COC(=O)CN(CCN(C)C(=O)OC(C)(C)C)C(=O)Cn1cc(C)c(=O)[nH]c1=O, CO, Cl, [Na+], [OH-], O. The product is Cc1cn(CC(=O)N(CCN(C)C(=O)OC(C)(C)C)CC(=O)O)c(=O)[nH]c1=O. Reaction SMILES: [CH3:1][O:2][C:3]([CH2:4][N:5]([C:6]([CH2:7][n:8]1[c:9](=[O:10])[nH:11][c:12](=[O:13])[c:14]([CH3:15])[cH:16]1)=[O:17])[CH2:18][CH2:19][N:20]([CH3:21])[C:22](=[O:23])[O:24][C:25]([CH3:26])([CH3:27])[CH3:28])=[O:29].[CH3:33][OH:34].[ClH:30].[Na+:32].[OH-:31].[OH2:35]>>[O:2]=[C:3]([CH2:4][N:5]([C:6]([CH2:7][n:8]1[c:9](=[O:10])[nH:11][c:12](=[O:13])[c:14]([CH3:15])[cH:16]1)=[O:17])[CH2:18][CH2:19][N:20]([CH3:21])[C:22](=[O:23])[O:24][C:25]([CH3:26])([CH3:27])[CH3:28])[OH:29]. Starting materials: CN(C=O)C (N,N-Dimethylformamide), ClCCOC1=C(C=C2C(=CC=NC2=C1)OC=1C(=NC2=CC=CC=C2C1)C)OC (7-(2-chloro-ethoxy)-6-methoxy-4-(2-methyl-quinolin-3-yloxy)-quinoline), ClCCOC1=C(C=C2C(=CC=NC2=C1)OC=1C(=NC2=CC=CC=C2C1)C)OC (7-(2-chloro-ethoxy)-6-methoxy-4-(2-methyl-quinolin-3-yloxy)-quinoline), C([O-])([O-])=O.[K+].[K+] (potassium carbonate), CC1(CC(NC(C1)=O)=O)C (4,4-dimethylpiperidine-2,6-dione). Solvent: O (water). Reaction conditions: temperature 80 celsius, time 8 hour. The product is COC=1C=C2C(=CC=NC2=CC1OCCNC(=O)CC(CC(=O)O)(C)C)OC=1C(=NC2=CC=CC=C2C1)C (4-{2-[6-Methoxy-4-(2-methyl-quinolin-3-yloxy)-quinolin-7-yloxy]-ethylcarbamoyl}-3,3-dimethyl-butanoic acid). Yield: 5.3%. RXN SMILES: CN(C)C=O.Cl[CH2:7][CH2:8][O:9][C:10]1[CH:19]=[C:18]2[C:13]([C:14]([O:20][C:21]3[C:22]([CH3:31])=[N:23][C:24]4[C:29]([CH:30]=3)=[CH:28][CH:27]=[CH:26][CH:25]=4)=[CH:15][CH:16]=[N:17]2)=[CH:12][C:11]=1[O:32][CH3:33].[C:34](=[O:37])([O-])[O-:35].[K+].[K+].[CH3:40][C:41]1([CH3:49])[CH2:46][C:45](=[O:47])[NH:44]C(=O)[CH2:42]1>O>[CH3:33][O:32][C:11]1[CH:12]=[C:13]2[C:18](=[CH:19][C:10]=1[O:9][CH2:8][CH2:7][NH:44][C:45]([CH2:46][C:41]([CH3:49])([CH3:42])[CH2:40][C:34]([OH:35])=[O:37])=[O:47])[N:17]=[CH:16][CH:15]=[C:14]2[O:20][C:21]1[C:22]([CH3:31])=[N:23][C:24]2[C:29]([CH:30]=1)=[CH:28][CH:27]=[CH:26][CH:25]=2 |f:2.3.4|. Reported procedure: N,N-Dimethylformamide (1 ml) was added to 7-(2-chloro-ethoxy)-6-methoxy-4-(2-methyl-quinolin-3-yloxy)-quinoline (compound 353) (50 mg), potassium carbonate (53 mg), and 4,4-dimethylpiperidine-2,6-dione (54 mg), and the mixture was stirred at 80° C. overnight and then at 100° C. for one day. The reaction solution was cooled to room temperature, water was added to the reaction solution, and the mixture was extracted with chloroform. The chloroform layer was washed with water and was then dried ove... The reactants are BrN1C(CCC1=O)=O (N-bromosuccinimide), C(C1=CC=CC=C1)(=O)OOC(C1=CC=CC=C1)=O (benzoyl peroxide), ClC=1C=CC2=C(C(=C(S2)C2=CC=CC=C2)C)C1 (5-Chloro-3-methyl-2-phenyl-1-benzothiophene). The solvent is C(Cl)(Cl)(Cl)Cl (CCl4). Product: BrCC1=C(SC2=C1C=C(C=C2)Cl)C2=CC=CC=C2 (3-(Bromomethyl)-5-chloro-2-phenyl-1-benzothiophene). As a reaction SMILES: [Cl:1][C:2]1[CH:3]=[CH:4][C:5]2[S:9][C:8]([C:10]3[CH:15]=[CH:14][CH:13]=[CH:12][CH:11]=3)=[C:7]([CH3:16])[C:6]=2[CH:17]=1.[Br:18]N1C(=O)CCC1=O.C(OOC(=O)C1C=CC=CC=1)(=O)C1C=CC=CC=1>C(Cl)(Cl)(Cl)Cl>[Br:18][CH2:16][C:7]1[C:6]2[CH:17]=[C:2]([Cl:1])[CH:3]=[CH:4][C:5]=2[S:9][C:8]=1[C:10]1[CH:15]=[CH:14][CH:13]=[CH:12][CH:11]=1. Reported procedure: In a 100 ml round-bottomed flask, 1 eq. of the compound obtained in Step B is dissolved in 20 ml of CCl4. 1 eq. of N-bromosuccinimide and 0.04 eq. of benzoyl peroxide are then added, and the mixture is irradiated by means of a halogen lamp and maintained at reflux for 4 hours. At the end of the reaction, the insoluble material is filtered off, and the carbon tetrachloride is evaporated off. The residue obtained is purified by chromatography on a silica gel column. Reactants: C1(=CC=CC=C1)[Li] (phenyl lithium), OC1=CC=CC=2C(C3=CC=CC(=C3C(C12)=O)O)=O (1,8-dihydroxy anthraquinone). The solvent is O1CCCC1 (tetrahydrofuran). Product: OC1=CC=CC=2C(C3=CC=CC(=C3C(C12)=O)O)(C1=CC=CC=C1)O (1,8,10-trihydroxy-10-phenyl-9-anthrone). As a reaction SMILES: [C:1]1([Li])[CH:6]=[CH:5][CH:4]=[CH:3][CH:2]=1.[OH:8][C:9]1[C:22]2[C:21](=[O:23])[C:20]3[C:15](=[CH:16][CH:17]=[CH:18][C:19]=3[OH:24])[C:14](=[O:25])[C:13]=2[CH:12]=[CH:11][CH:10]=1>O1CCCC1>[OH:8][C:9]1[C:22]2[C:21](=[O:23])[C:20]3[C:15](=[CH:16][CH:17]=[CH:18][C:19]=3[OH:24])[C:14]([OH:25])([C:1]3[CH:6]=[CH:5][CH:4]=[CH:3][CH:2]=3)[C:13]=2[CH:12]=[CH:11][CH:10]=1. Reported procedure: The process of the present invention comprises reacting phenyl lithium with 1,8-dihydroxy anthraquinone in the presence of an anhydrous organic solvent, such as tetrahydrofuran, to form 1,8,10-trihydroxy-10-phenyl-9-anthrone which is then reduced with a reducing agent so as to produce 1,8-dihydroxy-10-phenyl-9-anthrone. Starting materials: FC1=C(C(=CC=C1)I)F (1,2-Difluoro-3-iodobenzene), CS(=O)(=O)[O-].[Na+] (sodium methanesulfonate). Reagents/catalysts: [Cu](I)I (copper iodide). The solvent is CN(C(C)=O)C (N,N-dimethylacetamide). Product: FC1=C(C(=CC=C1)S(=O)(=O)C)F (1,2-difluoro-3-methanesulfonylbenzene). Yield: 72.5%. As a reaction SMILES: [F:1][C:2]1[CH:7]=[CH:6][CH:5]=[C:4](I)[C:3]=1[F:9].[CH3:10][S:11]([O-])(=[O:13])=[O:12].[Na+]>CN(C)C(=O)C.[Cu](I)I>[F:1][C:2]1[CH:7]=[CH:6][CH:5]=[C:4]([S:11]([CH3:10])(=[O:13])=[O:12])[C:3]=1[F:9] |f:1.2|. Procedure: 1,2-Difluoro-3-iodobenzene (1.70 g; 7.08 mmol), 2.17 g (21.2 mmol) of sodium methanesulfonate and 4.03 g (21.2 mmol) of copper iodide were heated with stirring at 111° C. for 20 hours in 50 ml of N,N-dimethylacetamide. The reaction solution was filtered, chloroform was added to the filtrate and the mixture was washed with a saturated aqueous solution of sodium hydrogen carbonate. The organic layer was dried and concentrated and the resulting residue was purified by a silica gel column chromatogr...